This data is from the Open Reaction Database (ORD), a public repository of structured organic reaction records. The task is: describe an organic reaction: reactants, conditions, products, and yield Reactants: ClC1=C(C(=O)Cl)C=CC=N1 (2-chloro-nicotinoyl chloride), C1(=CC=CC=C1)S(=O)(=O)N1C=CC=C1 (1-benzensulfonyl-1H-pyrrole), [Cl-].[Al+3].[Cl-].[Cl-] (aluminum chloride). Run in C(C)(=O)OCC (ethyl acetate), ClC(C)Cl (dichloroethane). Conditions: time 1 hour. Yields the product C1(=CC=CC=C1)S(=O)(=O)N1C(=CC=C1)C(=O)C=1C(=NC=CC1)Cl ((1-benzenesulfonyl-1H-pyrrol-2-yl)-(2-chloro-pyridin-3-yl)-methanone). Isolated yield 49.0%. As a reaction SMILES: [Cl:1][C:2]1[N:10]=[CH:9][CH:8]=[CH:7][C:3]=1[C:4](Cl)=[O:5].[C:11]1([S:17]([N:20]2[CH:24]=[CH:23][CH:22]=[CH:21]2)(=[O:19])=[O:18])[CH:16]=[CH:15][CH:14]=[CH:13][CH:12]=1.[Cl-].[Al+3].[Cl-].[Cl-]>ClC(Cl)C.C(OCC)(=O)C>[C:11]1([S:17]([N:20]2[CH:21]=[CH:22][CH:23]=[C:24]2[C:4]([C:3]2[C:2]([Cl:1])=[N:10][CH:9]=[CH:8][CH:7]=2)=[O:5])(=[O:19])=[O:18])[CH:12]=[CH:13][CH:14]=[CH:15][CH:16]=1 |f:2.3.4.5|. Reported procedure: To a solution of 2-chloro-nicotinoyl chloride (1.17 g) (Aldrich, Milwaukee, Wis.) and 1-benzensulfonyl-1H-pyrrole (1 g) (Aldrich) in dichloroethane (15 mL) was added aluminum chloride (1.1 g). After stirring at room temperature for one hour, the reaction was diluted with ethyl acetate, washed with water, base and brine, dried and purified to give 820 mg of (1-benzenesulfonyl-1H-pyrrol-2-yl)-(2-chloro-pyridin-3-yl)-methanone. Starting materials: [Br-], CC(=O)c1cc(C#N)cc2nc(-c3ccc(NC(=O)COC4CCN(C(=O)OC(C)(C)C)CC4)cc3)oc12, C[Mg+]. The product is CC(C)(C)OC(=O)N1CCC(OCC(=O)Nc2ccc(-c3nc4cc(C#N)cc(C(C)(C)O)c4o3)cc2)CC1. RXN SMILES: [Br-:39].[C:1]([CH3:2])(=[O:3])[c:4]1[cH:5][c:6]([C:37]#[N:38])[cH:7][c:8]2[n:9][c:10](-[c:13]3[cH:14][cH:15][c:16]([NH:19][C:20]([CH2:21][O:22][CH:23]4[CH2:24][CH2:25][N:26]([C:29](=[O:30])[O:31][C:32]([CH3:33])([CH3:34])[CH3:35])[CH2:27][CH2:28]4)=[O:36])[cH:17][cH:18]3)[o:11][c:12]12.[CH3:40][Mg+:41]>>[C:1]([CH3:2])([OH:3])([c:4]1[cH:5][c:6]([C:37]#[N:38])[cH:7][c:8]2[n:9][c:10](-[c:13]3[cH:14][cH:15][c:16]([NH:19][C:20]([CH2:21][O:22][CH:23]4[CH2:24][CH2:25][N:26]([C:29](=[O:30])[O:31][C:32]([CH3:33])([CH3:34])[CH3:35])[CH2:27][CH2:28]4)=[O:36])[cH:17][cH:18]3)[o:11][c:12]12)[CH3:40]. Starting materials: ClC=1OC(=CN1)C=1C=C2C=CN=CC2=CC1 (2-chloro-5-(isoquinolin-6-yl)oxazole), NC=1C=C(C=CC1)NS(=O)(=O)C (N-(3-aminophenyl)methanesulfonamide), NC=1C=C(C=CC1)NS(=O)(=O)C (N-(3-aminophenyl)methanesulfonamide). Run in CC(C)O (2-propanol). Reaction conditions: temperature 80 celsius. Product: C1=NC=CC2=CC(=CC=C12)C1=CN=C(O1)NC=1C=C(C=CC1)NS(=O)(=O)C (N-(3-((5-(isoquinolin-6-yl)oxazol-2-yl)amino)phenyl)methane sulfonamide). Isolated yield 36.5%. RXN SMILES: Cl[C:2]1[O:3][C:4]([C:7]2[CH:8]=[C:9]3[C:14](=[CH:15][CH:16]=2)[CH:13]=[N:12][CH:11]=[CH:10]3)=[CH:5][N:6]=1.[NH2:17][C:18]1[CH:19]=[C:20]([NH:24][S:25]([CH3:28])(=[O:27])=[O:26])[CH:21]=[CH:22][CH:23]=1>CC(O)C>[CH:13]1[C:14]2[C:9](=[CH:8][C:7]([C:4]3[O:3][C:2]([NH:17][C:18]4[CH:19]=[C:20]([NH:24][S:25]([CH3:28])(=[O:27])=[O:26])[CH:21]=[CH:22][CH:23]=4)=[N:6][CH:5]=3)=[CH:16][CH:15]=2)[CH:10]=[CH:11][N:12]=1. Procedure: A mixture of 2-chloro-5-(isoquinolin-6-yl)oxazole 14 (0.15 g, 0.652 mmol) and commercially available N-(3-aminophenyl)methanesulfonamide 6 (0.121 g, 0.649 mmol) in 2-propanol (20 mL) was heated to 80° C. for 12 h with stirring. Additional one more equivalent of N-(3-aminophenyl)methanesulfonamide 6 (0.121 g, 0.649 mmol) was added to reaction mixture and heated to 80° C. for further 12 h with stirring. Upon cooling, solvent was evaporated and silica column purified (Biotage) (Acetone/hexane as an... The reactants are CS(=O)(=O)OCC[C@@H]1OCCC2=C1C=CC(=C2)N2C(NCC2)=O (2-((1S)-6-(2-oxo-imidazolidin-1-yl)-3,4-dihydro-1H-2-benzopyran-1-yl)ethyl methanesulfonate), C(#N)C1=CC2=C(C(=CS2)N2C[C@H](NCC2)C)C=C1 ((3R)-1-(6-cyano-1-benzothien-3-yl)-3-methylpiperazine). The product is C(#N)C1=CC2=C(C(=CS2)N2C[C@H](N(CC2)CC[C@@H]2OCCC3=C2C=CC(=C3)N3C(NCC3)=O)C)C=C1 (1-((1S)-1-{2-[(2R)-4-(6-Cyano-1-benzothien-3-yl)-2-methylpiperazinyl]ethyl}-3,4-dihydro-1H-2-benzopyran-6-yl)-2-imidazolidinone). Reaction SMILES: CS(O[CH2:6][CH2:7][C@H:8]1[C:13]2[CH:14]=[CH:15][C:16]([N:18]3[CH2:22][CH2:21][NH:20][C:19]3=[O:23])=[CH:17][C:12]=2[CH2:11][CH2:10][O:9]1)(=O)=O.[C:24]([C:26]1[CH:41]=[CH:40][C:29]2[C:30]([N:33]3[CH2:38][CH2:37][NH:36][C@H:35]([CH3:39])[CH2:34]3)=[CH:31][S:32][C:28]=2[CH:27]=1)#[N:25]>>[C:24]([C:26]1[CH:41]=[CH:40][C:29]2[C:30]([N:33]3[CH2:38][CH2:37][N:36]([CH2:6][CH2:7][C@H:8]4[C:13]5[CH:14]=[CH:15][C:16]([N:18]6[CH2:22][CH2:21][NH:20][C:19]6=[O:23])=[CH:17][C:12]=5[CH2:11][CH2:10][O:9]4)[C@H:35]([CH3:39])[CH2:34]3)=[CH:31][S:32][C:28]=2[CH:27]=1)#[N:25]. Procedure details: The title compound was prepared by condensation of 2-((1S)-6-(2-oxo-imidazolidin-1-yl)-3,4-dihydro-1H-2-benzopyran-1-yl)ethyl methanesulfonate and (3R)-1-(6-cyano-1-benzothien-3-yl)-3-methylpiperazine, as described for Example 1b). M+H=502. Reactants: ClC(Cl)(Cl)Cl, CCOC(C)OC(C)=O, O, C=C(C)C(C(=O)OCc1ccc([N+](=O)[O-])cc1)N1C(=O)C(NC(=O)Cc2ccccc2)C1SS(=O)(=O)c1ccccc1. Product: C=C(CCl)C(C(=O)OCc1ccc([N+](=O)[O-])cc1)N1C(=O)C(NC(=O)Cc2ccccc2)C1SS(=O)(=O)c1ccccc1. As a reaction SMILES: [C:44]([Cl:45])([Cl:46])([Cl:47])[Cl:48].[C:49]([O:50][CH:51]([O:52][CH2:53][CH3:54])[CH3:55])(=[O:56])[CH3:57].[OH2:43].[c:1]1([CH2:7][C:8](=[O:9])[NH:10][CH:11]2[C:12](=[O:42])[N:13]([CH:25]([C:26](=[O:27])[O:28][CH2:29][c:30]3[cH:31][cH:32][c:33]([N+:36](=[O:37])[O-:38])[cH:34][cH:35]3)[C:39](=[CH2:40])[CH3:41])[CH:14]2[S:15][S:16](=[O:17])(=[O:18])[c:19]2[cH:20][cH:21][cH:22][cH:23][cH:24]2)[cH:2][cH:3][cH:4][cH:5][cH:6]1>>[c:1]1([CH2:7][C:8](=[O:9])[NH:10][CH:11]2[C:12](=[O:42])[N:13]([CH:25]([C:26](=[O:27])[O:28][CH2:29][c:30]3[cH:31][cH:32][c:33]([N+:36](=[O:37])[O-:38])[cH:34][cH:35]3)[C:39](=[CH2:40])[CH2:41][Cl:45])[CH:14]2[S:15][S:16](=[O:17])(=[O:18])[c:19]2[cH:20][cH:21][cH:22][cH:23][cH:24]2)[cH:2][cH:3][cH:4][cH:5][cH:6]1. The reactants are [Na] (sodium), [K] (potassium), [S-]C#N.[NH4+] (ammonium thiocyanate), C(Br)Br (methylene bromide), C(C)OP(=O)(OCC)Cl (diethoxyphosphoryl chloride), ( II ). Run in solvent, C(Cl)Cl (methylene chloride), C(Cl)(Cl)Cl (chloroform), C(CCl)Cl (ehtylene dichloride), C=1(C(=CC=CC1)C)C (xylene), C1(=CC=CC=C1)C (toluene), C1=CC=CC=C1 (benzene). Conditions: time 4 hour. Yields the product C(C)OP(=O)(OCC)N=C=S (diethoxyphosphinyl isothiocyanate), ( III ). As a reaction SMILES: [Na].[K].[S-:3][C:4]#[N:5].[NH4+].C(Br)Br.[CH2:10]([O:12][P:13](Cl)([O:15][CH2:16][CH3:17])=[O:14])[CH3:11]>C(Cl)Cl.C(Cl)(Cl)Cl.C(Cl)CCl.C1(C)C(C)=CC=CC=1.C1(C)C=CC=CC=1.C1C=CC=CC=1>[CH2:10]([O:12][P:13]([N:5]=[C:4]=[S:3])([O:15][CH2:16][CH3:17])=[O:14])[CH3:11] |f:2.3,^1:0,1|. Procedure details: To a stirred slurry of 1.0 to 1.1 molar equivalent of anhydrous sodium, potassium or ammonium thiocyanate in about 50 ml to 100 ml of a solvent such as benzene, toluene, xylene, ehtylene dichloride, chloroform, methylene chloride or methylene bromide, is added one molar equivalent of diethoxyphosphoryl chloride of formula (II) at a temperature range of 5° C to 30° C and, preferably, 15° C to 25° C and the reaction mixture stirred for a period of time from 4 to 4 hours to yield diethoxyphosphinyl... Starting materials: CC1=COC2=C1C=C(C=C2)O (3-methyl-benzofuran-5-ol), CI (methyl iodide). Yields the product COC=1C=CC2=C(C(=CO2)C)C1 (5-Methoxy-3-methyl-benzofuran). RXN SMILES: [CH3:1][C:2]1[C:6]2[CH:7]=[C:8]([OH:11])[CH:9]=[CH:10][C:5]=2[O:4][CH:3]=1.[CH3:12]I>>[CH3:12][O:11][C:8]1[CH:9]=[CH:10][C:5]2[O:4][CH:3]=[C:2]([CH3:1])[C:6]=2[CH:7]=1. Procedure: 5-Methoxy-3-methyl-benzofuran was prepared via methylation of 3-methyl-benzofuran-5-ol (Structure I) (prepared as above in EXAMPLEs I-III) using methyl iodide (MeI). The reactants are C(C=C)[C@@]1(C(N([C@@H]([C@H](C1)C1=CC(=CC=C1)Cl)C1=CC=C(C=C1)Cl)C1=NC=C(C=C1C)N)=O)C ((3S,5R,6S)-3-allyl-1-(5-amino-3-methylpyridin-2-yl)-5-(3-chlorophenyl)-6-(4-chlorophenyl)-3-methylpiperidin-2-one), Cl (HCl), N(=O)[O-].[Na+] (sodium nitrite), OO (hydrogen peroxide). Solvent: O1CCOCC1 (1,4-dioxane), C(C)(=O)O (acetic acid). Run at time 5 minute. Yields the product C(C=C)[C@@]1(C(N([C@@H]([C@H](C1)C1=CC(=CC=C1)Cl)C1=CC=C(C=C1)Cl)C1=NC=CC=C1C)=O)C ((3S,5R,6S)-3-allyl-5-(3-chlorophenyl)-6-(4-chlorophenyl)-3-methyl-1-(3-methylpyridin-2-yl)piperidin-2-one). Reaction SMILES: [CH2:1]([C@@:4]1([CH3:33])[CH2:9][C@H:8]([C:10]2[CH:15]=[CH:14][CH:13]=[C:12]([Cl:16])[CH:11]=2)[C@@H:7]([C:17]2[CH:22]=[CH:21][C:20]([Cl:23])=[CH:19][CH:18]=2)[N:6]([C:24]2[C:29]([CH3:30])=[CH:28][C:27](N)=[CH:26][N:25]=2)[C:5]1=[O:32])[CH:2]=[CH2:3].Cl.OO.N([O-])=O.[Na+]>O1CCOCC1.C(O)(=O)C>[CH2:1]([C@@:4]1([CH3:33])[CH2:9][C@H:8]([C:10]2[CH:15]=[CH:14][CH:13]=[C:12]([Cl:16])[CH:11]=2)[C@@H:7]([C:17]2[CH:22]=[CH:21][C:20]([Cl:23])=[CH:19][CH:18]=2)[N:6]([C:24]2[C:29]([CH3:30])=[CH:28][CH:27]=[CH:26][N:25]=2)[C:5]1=[O:32])[CH:2]=[CH2:3] |f:3.4|. Procedure: To a solution of (3S,5R,6S)-3-allyl-1-(5-amino-3-methylpyridin-2-yl)-5-(3-chlorophenyl)-6-(4-chlorophenyl)-3-methylpiperidin-2-one (Example 113, Step B) (89 mg, 0.185 mmol) in 1,4-dioxane (4.0 mL) and acetic acid (0.50 mL) was added 3.0M HCl (730 μL, 2.2 mmol) at 0° C. After the reaction was stirred for 5 minutes, hydrogen peroxide (6% wt aq., 95 μL, 0.185 mmol) was added dropwise, followed by sodium nitrite (46 mg, 0.74 mmol). The reaction mixture was stirred for 2 hours at 0° C. The reaction m...